This data is from the Open Reaction Database (ORD), a public repository of structured organic reaction records. The task is: describe an organic reaction: reactants, conditions, products, and yield Reactants: C(C)C1=C(N)C=CC=C1 (2-ethylaniline), ferric chloride, C(=C)C(=O)C (methyl vinyl ketone). Reagents/catalysts: [Cl-].[Zn+2].[Cl-] (zinc chloride). Solvent: C(C)(=O)O (acetic acid). Reaction conditions: temperature 70 celsius, time 5 minute. Product: C(C)C=1C=CC=C2C(=CC=NC12)C (8-Ethyl-4-Methylquinoline). Isolated yield 60.0%. As a reaction SMILES: [CH2:1]([C:3]1[CH:9]=[CH:8][CH:7]=[CH:6][C:4]=1[NH2:5])[CH3:2].[CH:10]([C:12]([CH3:14])=O)=[CH2:11]>C(O)(=O)C.[Cl-].[Zn+2].[Cl-]>[CH2:1]([C:3]1[CH:9]=[CH:8][CH:7]=[C:6]2[C:4]=1[N:5]=[CH:11][CH:10]=[C:12]2[CH3:14])[CH3:2] |f:3.4.5|. Reported procedure: To a stirred solution of 2-ethylaniline (1 g. 8.2 mmol.) in acetic acid (10 ml), activated silferc (1.32 g. ferric chloride 8.2 mmol) was added under nitrogen atmosphere. The reaction mixture was stirred for 5 minutes and methyl vinyl ketone (MVK) (0.63 g, 9 mmol) was added slowly over a period of 15 minutes. The reaction mixture was heated to 70° C. and maintained between 70-75° C. for one hour. Anhydrous zinc chloride (1.12 g. 8.2 mmol) was added and the reaction was further refluxed for two h... Starting materials: C[S-], CC(C)O, O=C(NCC1(CC2CC2)CCC(S(=O)(=O)CC2CC2)CC1)c1ccc(C(F)(F)F)nc1Cl, [Na+], O. The product is CSc1nc(C(F)(F)F)ccc1C(=O)NCC1(CC2CC2)CCC(S(=O)(=O)CC2CC2)CC1. RXN SMILES: [CH3:33][S-:34].[CH3:37][CH:38]([OH:39])[CH3:40].[Cl:1][c:2]1[c:3]([C:4](=[O:5])[NH:6][CH2:7][C:8]2([CH2:21][CH:22]3[CH2:23][CH2:24]3)[CH2:9][CH2:10][CH:11]([S:14](=[O:15])(=[O:16])[CH2:17][CH:18]3[CH2:19][CH2:20]3)[CH2:12][CH2:13]2)[cH:25][cH:26][c:27]([C:29]([F:30])([F:31])[F:32])[n:28]1.[Na+:35].[OH2:36]>>[c:2]1([S:34][CH3:33])[c:3]([C:4](=[O:5])[NH:6][CH2:7][C:8]2([CH2:21][CH:22]3[CH2:23][CH2:24]3)[CH2:9][CH2:10][CH:11]([S:14](=[O:15])(=[O:16])[CH2:17][CH:18]3[CH2:19][CH2:20]3)[CH2:12][CH2:13]2)[cH:25][cH:26][c:27]([C:29]([F:30])([F:31])[F:32])[n:28]1.